Dataset: the Open Reaction Database (ORD), a public repository of structured organic reaction records. Task: describe an organic reaction: reactants, conditions, products, and yield Isolated yield 83.2%. Solvent: CN(C)C=O (DMF). The reactants are C(CCCCCCCCCCCCCCCCCCCCCO)O (1,22-Docosanediol), N1C=NC=C1 (imidazole), [Si](C)(C)(C(C)(C)C)Cl (tert-Butyldimethylsilyl chloride). Reaction SMILES: [CH2:1]([OH:24])[CH2:2][CH2:3][CH2:4][CH2:5][CH2:6][CH2:7][CH2:8][CH2:9][CH2:10][CH2:11][CH2:12][CH2:13][CH2:14][CH2:15][CH2:16][CH2:17][CH2:18][CH2:19][CH2:20][CH2:21][CH2:22][OH:23].N1C=CN=C1.[Si:30](Cl)([C:33]([CH3:36])([CH3:35])[CH3:34])([CH3:32])[CH3:31]>CN(C=O)C>[Si:30]([O:24][CH2:1][CH2:2][CH2:3][CH2:4][CH2:5][CH2:6][CH2:7][CH2:8][CH2:9][CH2:10][CH2:11][CH2:12][CH2:13][CH2:14][CH2:15][CH2:16][CH2:17][CH2:18][CH2:19][CH2:20][CH2:21][CH2:22][OH:23])([C:33]([CH3:36])([CH3:35])[CH3:34])([CH3:32])[CH3:31]. Product: [Si](C)(C)(C(C)(C)C)OCCCCCCCCCCCCCCCCCCCCCCO (1-tert-Butyldimethylsilyloxy 22-docosanol). Procedure details: 1,22-Docosanediol 1 (2.00 g, 5.84 mmol) and imidazole (0.817 g, 12.0 mmol) were placed in each of two nitrogen-purged 150 mL three-necked flasks fitted with a thermometer and magnetic stir bar. The flasks were resealed and purged with nitrogen. Dimethylformamide (40 mL) was added to each flask and the cloudy mixtures were heated until they became homogenous at 63° C. tert-Butyldimethylsilyl chloride (0.904 g, 6.00 mmol, in 10 mL DMF) was slowly added to the reaction mixture (the transfer was aid...